From a dataset of the Open Reaction Database (ORD), a public repository of structured organic reaction records. describe an organic reaction: reactants, conditions, products, and yield The reactants are COC1=C(C=CC=C1)NC(NC1=C(C=C(C=C1)CC(=O)OC(C)(C)C)OC)=O (tert-butyl 4-[N′-(2-methoxyphenyl)ureido]-3-methoxylphenyl-acetate), FC(C(=O)O)(F)F (trifluoroacetic acid). Run in C(Cl)Cl (CH2Cl2). The product is COC1=C(C=CC=C1)NC(NC1=C(C=C(C=C1)CC(=O)O)OC)=O (4-[N′-(2-methoxyphenyl)ureido]-3-methoxy phenylacetic acid). The yield is 81.5%. As a reaction SMILES: [CH3:1][O:2][C:3]1[CH:8]=[CH:7][CH:6]=[CH:5][C:4]=1[NH:9][C:10](=[O:28])[NH:11][C:12]1[CH:17]=[CH:16][C:15]([CH2:18][C:19]([O:21]C(C)(C)C)=[O:20])=[CH:14][C:13]=1[O:26][CH3:27].FC(F)(F)C(O)=O>C(Cl)Cl>[CH3:1][O:2][C:3]1[CH:8]=[CH:7][CH:6]=[CH:5][C:4]=1[NH:9][C:10](=[O:28])[NH:11][C:12]1[CH:17]=[CH:16][C:15]([CH2:18][C:19]([OH:21])=[O:20])=[CH:14][C:13]=1[O:26][CH3:27]. Procedure: To a stirred solution of tert-butyl 4-[N′-(2-methoxyphenyl)ureido]-3-methoxylphenyl-acetate (2.01 g, 5.20 mmol) in CH2Cl2 (15 ml) was added trifluoroacetic acid (10 ml), and the resulting mixture was heated under reflux for 30 min. The mixture was concentrated in vacuo. Water was added to the residue to give precipitate, which was collected by filtration. The crude solid was recrystallized from EtOH/hexane to give 4-[N′-(2-methoxyphenyl)ureido]-3-methoxy phenylacetic acid as white powder (1.40 g... RXN SMILES: [F:1][C:2]([F:24])([F:23])[O:3][C:4]1[CH:9]=[CH:8][C:7]([NH:10][C:11]2[NH:12][C:13]([C:16]3[CH:21]=[CH:20][C:19]([OH:22])=[CH:18][CH:17]=3)=[N:14][N:15]=2)=[CH:6][CH:5]=1.C[Si]([N-][Si](C)(C)C)(C)C.[K+].[NH2:35][C:36]1[N:37]=[N:38][C:39](Cl)=[CH:40][CH:41]=1.[C:43]([O-])([O-:45])=[O:44].[K+].[K+]>CN(C=O)C.CO>[F:24][C:2]([F:1])([F:23])[C:43]([OH:45])=[O:44].[F:24][C:2]([F:1])([F:23])[O:3][C:4]1[CH:5]=[CH:6][C:7]([NH:10][C:11]2[NH:12][C:13]([C:16]3[CH:21]=[CH:20][C:19]([O:22][C:39]4[N:38]=[N:37][C:36]([NH2:35])=[CH:41][CH:40]=4)=[CH:18][CH:17]=3)=[N:14][N:15]=2)=[CH:8][CH:9]=1 |f:1.2,4.5.6,9.10|. Run at temperature 80 celsius. Reported procedure: 4-[5-(4-trifluoromethoxy-phenylamino)-4H[1,2,4]triazol-3-yl]-phenol (112.0 mg, 0.33 mmol) was dissolved in 2 mL of anhydrous DMF in a 5 mL microwave vial (Personal Chemistry). Solid potassium bis(trimethylsilyl)amide (132.8 mg, 0.66 mmol) was added and the reaction mixture was stirred with heating at 80° C. for 15 min, then 3-amino-6-chloropyridazine (47.4 mg, 0.366 mmol) was added, followed by anhydrous K2CO3 (46.0 mg, 0.33 mmol). Then the vial was capped and microwaved at 250° C. for 15 min. T... Reactants: C[Si](C)(C)[N-][Si](C)(C)C.[K+] (potassium bis(trimethylsilyl)amide), C(=O)([O-])[O-].[K+].[K+] (K2CO3), FC(OC1=CC=C(C=C1)NC=1NC(=NN1)C1=CC=C(C=C1)O)(F)F (4-[5-(4-trifluoromethoxy-phenylamino)-4H[1,2,4]triazol-3-yl]-phenol), NC=1N=NC(=CC1)Cl (3-amino-6-chloropyridazine). Solvent: CN(C)C=O (DMF), CO (MeOH). Yields the product FC(C(=O)O)(F)F.FC(OC1=CC=C(C=C1)NC=1NC(=NN1)C1=CC=C(OC2=CC=C(N=N2)N)C=C1)(F)F (6-{4-[5-(4-trifluoromethoxy-phenylamino)-4H-[1,2,4]triazol-3-yl]-phenoxy}-pyridazin-3-ylamine trifluoroacetic acid salt). Isolated yield 58.1%. The reactants are CC(=O)O[BH-](OC(C)=O)OC(C)=O, O=C([O-])O, CCOC(C)=O, ClCCl, O=Cc1cc(C(O)(c2ccc3c(cnn3-c3ccccc3)c2)C(F)(F)F)ccc1F, [Na+], [Na+]. Yields the product OCc1cc(C(O)(c2ccc3c(cnn3-c3ccccc3)c2)C(F)(F)F)ccc1F. Reaction SMILES: [C:31]([O:32][BH-:33]([O:34][C:35](=[O:36])[CH3:37])[O:38][C:39](=[O:40])[CH3:41])(=[O:42])[CH3:43].[C:54](=[O:55])([OH:56])[O-:57].[CH3:45][CH2:46][O:47][C:48](=[O:49])[CH3:50].[Cl:51][CH2:52][Cl:53].[F:1][c:2]1[c:3]([CH:4]=[O:5])[cH:6][c:7]([C:10]([C:11]([F:12])([F:13])[F:14])([c:15]2[cH:16][c:17]3[cH:18][n:19][n:20](-[c:24]4[cH:25][cH:26][cH:27][cH:28][cH:29]4)[c:21]3[cH:22][cH:23]2)[OH:30])[cH:8][cH:9]1.[Na+:44].[Na+:58]>>[F:1][c:2]1[c:3]([CH2:4][OH:5])[cH:6][c:7]([C:10]([C:11]([F:12])([F:13])[F:14])([c:15]2[cH:16][c:17]3[cH:18][n:19][n:20](-[c:24]4[cH:25][cH:26][cH:27][cH:28][cH:29]4)[c:21]3[cH:22][cH:23]2)[OH:30])[cH:8][cH:9]1. Reactants: BrCC1CCCCC1, CS(=O)([O-])=S, [Na+], CN(C)C=O, O. Yields the product CS(=O)(=S)OCC1CCCCC1. As a reaction SMILES: [Br:1][CH2:2][CH:3]1[CH2:4][CH2:5][CH2:6][CH2:7][CH2:8]1.[CH3:9][S:10](=[O:11])([O-:12])=[S:13].[Na+:14].[O:15]=[CH:16][N:17]([CH3:18])[CH3:19].[OH2:20]>>[CH2:2]([CH:3]1[CH2:4][CH2:5][CH2:6][CH2:7][CH2:8]1)[O:12][S:10]([CH3:9])(=[O:11])=[S:13]. Reactants: C[O-].[Na+] (sodium methoxide), CO (methanol), CO[C@H]1[C@@H](CC2=CC=CC=C12)OS(=O)(=O)C (trans-1-methoxy-2-methane sulfonyloxy indane). Run in O (water). Conditions: temperature 0 celsius, time 6 hour. Product: reddish-brown oil, COC1C=CC2=CC=CC=C12 (1-methoxyindene). Isolated yield 98.2%. As a reaction SMILES: CO.[CH3:3][O:4][C@@H:5]1[C:13]2[C:8](=[CH:9][CH:10]=[CH:11][CH:12]=2)[CH2:7][C@H:6]1OS(C)(=O)=O.C[O-].[Na+]>O>[CH3:3][O:4][CH:5]1[C:13]2[C:8](=[CH:9][CH:10]=[CH:11][CH:12]=2)[CH:7]=[CH:6]1 |f:2.3|. Reported procedure: A stirrer, thermometer and reflux condenser were mounted to a 500-ml four-necked flask which was filled with 200 ml of methanol and 12.1 g (0.05 mol) of trans-1-methoxy-2-methane sulfonyloxy indane, and cooled in an ice-salt bath to 0° C. The cream-colored slurry was stirred while 27 g (0.5 mol) of sodium methoxide was added. The reaction liquid was heated to 70° C., stirred for 6 hours, cooled to 25° C., 200 ml of water was added, and extraction was performed twice with 200 ml of methylene chlo...